From a dataset of the Open Reaction Database (ORD), a public repository of structured organic reaction records. describe an organic reaction: reactants, conditions, products, and yield Reactants: CC(=O)OCCCN1CCN(c2cc(C3CC3)nc(C(C)(C)C)n2)CC1, [Li+], C1CCOC1, [OH-], O. Product: CC(C)(C)c1nc(C2CC2)cc(N2CCN(CCCO)CC2)n1. Reaction SMILES: [C:1]([CH3:2])([CH3:3])([CH3:4])[c:5]1[n:6][c:7]([CH:24]2[CH2:25][CH2:26]2)[cH:8][c:9]([N:11]2[CH2:12][CH2:13][N:14]([CH2:17][CH2:18][CH2:19][O:20][C:21](=[O:22])[CH3:23])[CH2:15][CH2:16]2)[n:10]1.[Li+:27].[O:29]1[CH2:30][CH2:31][CH2:32][CH2:33]1.[OH-:28].[OH2:34]>>[C:1]([CH3:2])([CH3:3])([CH3:4])[c:5]1[n:6][c:7]([CH:24]2[CH2:25][CH2:26]2)[cH:8][c:9]([N:11]2[CH2:12][CH2:13][N:14]([CH2:17][CH2:18][CH2:19][OH:20])[CH2:15][CH2:16]2)[n:10]1. Starting materials: Cc1c(C(=O)O)cc(C(C)(C)C)n1CCc1ccc(F)cc1, CCN=C=NCCCN(C)C, CN(C)CCN, CN(C)C=O, Cl, On1nnc2ccccc21. The product is Cc1c(C(=O)NCCN(C)C)cc(C(C)(C)C)n1CCc1ccc(F)cc1. As a reaction SMILES: [C:1]([CH3:2])([CH3:3])([CH3:4])[c:5]1[cH:6][c:7]([C:20](=[O:21])[OH:22])[c:8]([CH3:19])[n:9]1[CH2:10][CH2:11][c:12]1[cH:13][cH:14][c:15]([F:18])[cH:16][cH:17]1.[CH2:24]([N:25]=[C:26]=[N:27][CH2:28][CH2:29][CH2:30][N:31]([CH3:32])[CH3:33])[CH3:34].[CH3:45][N:46]([CH2:47][CH2:48][NH2:49])[CH3:50].[CH3:51][N:52]([CH3:53])[CH:54]=[O:55].[ClH:23].[OH:35][n:36]1[c:37]2[cH:38][cH:39][cH:40][cH:41][c:42]2[n:43][n:44]1>>[C:1]([CH3:2])([CH3:3])([CH3:4])[c:5]1[cH:6][c:7]([C:20](=[O:21])[NH:49][CH2:48][CH2:47][N:46]([CH3:45])[CH3:50])[c:8]([CH3:19])[n:9]1[CH2:10][CH2:11][c:12]1[cH:13][cH:14][c:15]([F:18])[cH:16][cH:17]1. Reactants: C(C)(=S)O (Thioacetic acid), C(\C=C\C)=O (crotonaldehyde). Yields the product C(C)(=O)SC(CC=O)C (3-(acetylthio)butanal). As a reaction SMILES: [C:1]([OH:4])(=[S:3])[CH3:2].[CH:5](=[O:9])/[CH:6]=[CH:7]/[CH3:8]>>[C:1]([S:3][CH:7]([CH3:8])[CH2:6][CH:5]=[O:9])(=[O:4])[CH3:2]. Procedure details: Thioacetic acid (385 mL, 5.4 mol, commercially available from Sigma-Aldrich, Inc., Inc.) and crotonaldehyde (440 mL, 5.4 mol, commercially available from Acros Organics) were used to provide 3-(acetylthio)butanal (640 g), which was treated with sodium borohydride (NaBH4, commercially available from Acros Organics) to provide 3-acetylthio-1-butanol, which was consequently hydrolyzed, and distilled under vacuum to provide the product of 3-mercapto-1-butanol (165 g), which had boiling points of 90°... Procedure details: 4-(2-Phenylpyridin-4-yl)oxyaniline (110 mg, 0.42 mM) was added to ethyl acetate (10 ml), and then parafluorophenyl isocyanate (0.56 ml, 4.9 mM) was added while stirring, which was continued for 30 minutes. After adding n-hexane (20 ml) to the reaction solution, the solvent was partially distilled off under reduced pressure and the precipitating solid was filtered out to obtain the target substance (98 mg) as a gray solid. Reaction SMILES: [C:1]1([C:7]2[CH:12]=[C:11]([O:13][C:14]3[CH:20]=[CH:19][C:17]([NH2:18])=[CH:16][CH:15]=3)[CH:10]=[CH:9][N:8]=2)[CH:6]=[CH:5][CH:4]=[CH:3][CH:2]=1.C(OCC)(=O)C.[F:27][C:28]1[CH:33]=[CH:32][C:31]([N:34]=[C:35]=[O:36])=[CH:30][CH:29]=1>CCCCCC>[C:1]1([C:7]2[CH:12]=[C:11]([O:13][C:14]3[CH:15]=[CH:16][C:17]([NH:18][C:35]([NH:34][C:31]4[CH:32]=[CH:33][C:28]([F:27])=[CH:29][CH:30]=4)=[O:36])=[CH:19][CH:20]=3)[CH:10]=[CH:9][N:8]=2)[CH:2]=[CH:3][CH:4]=[CH:5][CH:6]=1. Reactants: C1(=CC=CC=C1)C1=NC=CC(=C1)OC1=CC=C(N)C=C1 (4-(2-Phenylpyridin-4-yl)oxyaniline), C(C)(=O)OCC (ethyl acetate), FC1=CC=C(C=C1)N=C=O (parafluorophenyl isocyanate). Yields the product C1(=CC=CC=C1)C1=NC=CC(=C1)OC1=CC=C(C=C1)NC(=O)NC1=CC=C(C=C1)F (N-(4-(2-Phenylpyridin-4-yl)oxyphenyl)-N′-(4-fluorophenyl)urea). The solvent is CCCCCC (n-hexane). Reaction conditions: time 30 minute. Reactants: N1C[C@@H](CC1)NC1=NC=CC=C1C=1N=C2C(=NC1)N(C=C2)COCC[Si](C)(C)C ((R)-pyrrolidin-3-yl-{3-[5-(2-trimethylsilanyl-ethoxymethyl)-5H-pyrrolo[2,3-b]pyrazin-2-yl]-pyridin-2-yl}-amine), C(CCC)(=O)Cl (butyryl chloride). The product is C[Si](CCOCN1C=CC=2C1=NC=C(N2)C=2C(=NC=CC2)N[C@H]2CN(CC2)C(CCC)=O)(C)C (1-((R)-3-{3-[5-(2-Trimethylsilanyl-ethoxymethyl)-5H-pyrrolo[2,3-b]pyrazin-2-yl]-pyridin-2-ylamino}-pyrrolidin-1-yl)-butan-1-one). Reaction SMILES: [NH:1]1[CH2:5][CH2:4][C@@H:3]([NH:6][C:7]2[C:12]([C:13]3[N:14]=[C:15]4[CH:21]=[CH:20][N:19]([CH2:22][O:23][CH2:24][CH2:25][Si:26]([CH3:29])([CH3:28])[CH3:27])[C:16]4=[N:17][CH:18]=3)=[CH:11][CH:10]=[CH:9][N:8]=2)[CH2:2]1.[C:30](Cl)(=[O:34])[CH2:31][CH2:32][CH3:33]>>[CH3:27][Si:26]([CH3:29])([CH3:28])[CH2:25][CH2:24][O:23][CH2:22][N:19]1[C:16]2=[N:17][CH:18]=[C:13]([C:12]3[C:7]([NH:6][C@@H:3]4[CH2:4][CH2:5][N:1]([C:30](=[O:34])[CH2:31][CH2:32][CH3:33])[CH2:2]4)=[N:8][CH:9]=[CH:10][CH:11]=3)[N:14]=[C:15]2[CH:21]=[CH:20]1. Reported procedure: 1-((R)-3-{3-[5-(2-Trimethylsilanyl-ethoxymethyl)-5H-pyrrolo[2,3-b]pyrazin-2-yl]-pyridin-2-ylamino}-pyrrolidin-1-yl)-butan-1-one was prepared from (R)-pyrrolidin-3-yl-{3-[5-(2-trimethylsilanyl-ethoxymethyl)-5H-pyrrolo[2,3-b]pyrazin-2-yl]-pyridin-2-yl}-amine and butyryl chloride, following the general synthetic procedures described in the above Examples. Starting materials: ClC=1C=C2C=CC(=CC2=CC1)S(=O)(=O)CCC(=O)N1C(CN(CC1)CC=1N(/C(/SC1)=N/C)C)C(=O)OC(C)(C)C (tert-Butyl 1-(3-((6-chloro-2-naphthyl)sulfonyl)propanoyl)-4-(((2Z)-3-methyl-2-(methylimino)-2,3-dihydro-1,3-thiazol-4-yl)methyl)piperazine-2-carboxylate). The solvent is Cl (hydrochloric acid). The product is Cl.Cl.ClC=1C=C2C=CC(=CC2=CC1)S(=O)(=O)CCC(=O)N1C(CN(CC1)CC=1N(/C(/SC1)=N/C)C)C(=O)O (1-(3-((6-Chloro-2-naphthyl)sulfonyl)propanoyl)-4-(((2Z)-3-methyl-2-(methylimino)-2,3-dihydro-1,3-thiazol-4-yl)methyl)piperazine-2-carboxylic acid dihydrochloride). The yield is 299.0%. RXN SMILES: [Cl:1][C:2]1[CH:3]=[C:4]2[C:9](=[CH:10][CH:11]=1)[CH:8]=[C:7]([S:12]([CH2:15][CH2:16][C:17]([N:19]1[CH2:24][CH2:23][N:22]([CH2:25][C:26]3[N:27]([CH3:33])/[C:28](=[N:31]/[CH3:32])/[S:29][CH:30]=3)[CH2:21][CH:20]1[C:34]([O:36]C(C)(C)C)=[O:35])=[O:18])(=[O:14])=[O:13])[CH:6]=[CH:5]2>Cl>[ClH:1].[ClH:1].[Cl:1][C:2]1[CH:3]=[C:4]2[C:9](=[CH:10][CH:11]=1)[CH:8]=[C:7]([S:12]([CH2:15][CH2:16][C:17]([N:19]1[CH2:24][CH2:23][N:22]([CH2:25][C:26]3[N:27]([CH3:33])/[C:28](=[N:31]/[CH3:32])/[S:29][CH:30]=3)[CH2:21][CH:20]1[C:34]([OH:36])=[O:35])=[O:18])(=[O:14])=[O:13])[CH:6]=[CH:5]2 |f:2.3.4|. Procedure details: tert-Butyl 1-(3-((6-chloro-2-naphthyl)sulfonyl)propanoyl)-4-(((2Z)-3-methyl-2-(methylimino)-2,3-dihydro-1,3-thiazol-4-yl)methyl)piperazine-2-carboxylate (4.1 g) obtained in Example 23b) was dissolved in concentrated hydrochloric acid (15 mL) and mixed at room temperature for 1 hour. The reaction solution was concentrated, and then water was removed from the residue by azeotropy with toluene (30 mL), to give the title compound (4.2 g) as a white powder. The reactants are BrC=1C=C2C(C(NC(C2=CC1)=O)=O)=COC (6-bromo-4-(methoxymethylene)-isoquinoline-1,3(2H,4H)-dione), CN(C=O)C (dimethylformamide), N1(CCCC1)CCCN (3-(pyrrolidin-1-yl)propan-1-amine). The solvent is CCOCC (ether). Run at time 1 hour. Yields the product BrC=1C=C2/C(/C(NC(C2=CC1)=O)=O)=C/NCCCN1CCCC1 ((Z)-6-Bromo-4-((3-(pyrrolidin-1-yl)propylamino)methylene)isoquinoline-1,3(2H,4H)-dione). The yield is 77.0%. RXN SMILES: [Br:1][C:2]1[CH:3]=[C:4]2[C:9](=[CH:10][CH:11]=1)[C:8](=[O:12])[NH:7][C:6](=[O:13])[C:5]2=[CH:14]OC.CN(C)C=O.[N:22]1([CH2:27][CH2:28][CH2:29][NH2:30])[CH2:26][CH2:25][CH2:24][CH2:23]1>CCOCC>[Br:1][C:2]1[CH:3]=[C:4]2[C:9](=[CH:10][CH:11]=1)[C:8](=[O:12])[NH:7][C:6](=[O:13])/[C:5]/2=[CH:14]\[NH:30][CH2:29][CH2:28][CH2:27][N:22]1[CH2:26][CH2:25][CH2:24][CH2:23]1. Reported procedure: A mixture of 6-bromo-4-(methoxymethylene)-isoquinoline-1,3(2H,4H)-dione (70.5 mg, 0.25 mmole), dimethylformamide (2 mL) and 3-(pyrrolidin-1-yl)propan-1-amine (32.1 mg, 0.25 mmole) is stirred at room temperature for one hour. The reaction mixture is diluted with ether, filtered and washed with fresh ether and dried to give a light brown solid, 73.3 mg, (77% yield) MS (ES+): 378.2, (M+H).